The task is: describe an organic reaction: reactants, conditions, products, and yield. This data is from the Open Reaction Database (ORD), a public repository of structured organic reaction records. Starting materials: C1(=CC=CC=C1)OC(NC1=CC=C(C=C1)C1=NC(=NC(=C1)C1=C(C=CC(=C1)F)S(=O)(=O)C)N1[C@H](COCC1)C)=O ((S)-phenyl(4-(6-(5-fluoro-2-(methylsulfonyl)phenyl)-2-(3-methylmorpholino)pyrimidin-4-yl)phenyl)carbamate), C1(=CC=CC=C1)OC(NC1=CC=C(C=C1)C1=NC(=NC(=C1)C1=C(C=CC(=C1)F)S(=O)(=O)C)N1[C@H](COCC1)C)=O ((S)-phenyl(4-(6-(5-fluoro-2-(methylsulfonyl)phenyl)-2-(3-methylmorpholino)pyrimidin-4-yl)phenyl)carbamate), NC(CO)(C)C (2-amino-2-methylpropan-1-ol). Yields the product FC=1C=CC(=C(C1)C1=CC(=NC(=N1)N1[C@H](COCC1)C)C1=CC=C(C=C1)NC(=O)NC(CO)(C)C)S(=O)(=O)C ((S)-1-(4-(6-(5-fluoro-2-(methylsulfonyl)phenyl)-2-(3-methylmorpholino)pyrimidin-4-yl)phenyl)-3-(1-hydroxy-2-methylpropan-2-yl)urea). Reaction SMILES: C1(O[C:8](=[O:40])[NH:9][C:10]2[CH:15]=[CH:14][C:13]([C:16]3[CH:21]=[C:20]([C:22]4[CH:27]=[C:26]([F:28])[CH:25]=[CH:24][C:23]=4[S:29]([CH3:32])(=[O:31])=[O:30])[N:19]=[C:18]([N:33]4[CH2:38][CH2:37][O:36][CH2:35][C@@H:34]4[CH3:39])[N:17]=3)=[CH:12][CH:11]=2)C=CC=CC=1.[NH2:41][C:42]([CH3:46])([CH3:45])[CH2:43][OH:44]>>[F:28][C:26]1[CH:25]=[CH:24][C:23]([S:29]([CH3:32])(=[O:30])=[O:31])=[C:22]([C:20]2[N:19]=[C:18]([N:33]3[CH2:38][CH2:37][O:36][CH2:35][C@@H:34]3[CH3:39])[N:17]=[C:16]([C:13]3[CH:12]=[CH:11][C:10]([NH:9][C:8]([NH:41][C:42]([CH3:46])([CH3:45])[CH2:43][OH:44])=[O:40])=[CH:15][CH:14]=3)[CH:21]=2)[CH:27]=1. Reported procedure: Method as described for example 58 using (S)-phenyl(4-(6-(5-fluoro-2-(methylsulfonyl)phenyl)-2-(3-methylmorpholino)pyrimidin-4-yl)phenyl)carbamate)(intermediate 32) (100 mg, 0.18 mmol) and 2-amino-2-methylpropan-1-ol (24 mg, 0.27 mmol). The reaction mixture was purified by prep HPLC at low pH to afford the title compound as a yellow solid. (45 mg, 45%) Reactants: [Br-], [Cl-], Cl, N#C[Cu]C#N, CCCC1CCC(c2ccc(C#CI)c(F)c2)CC1, [Li+], C1CCOC1. Product: CCCC1CCC(c2ccc(C#CC#N)c(F)c2)CC1. RXN SMILES: [Br-:26].[Cl-:28].[ClH:27].[Cu:20]([C:21]#[N:22])[C:23]#[N:24].[F:1][c:2]1[cH:3][c:4]([CH:11]2[CH2:12][CH2:13][CH:14]([CH2:17][CH2:18][CH3:19])[CH2:15][CH2:16]2)[cH:5][cH:6][c:7]1[C:8]#[C:9][I:10].[Li+:25].[O:29]1[CH2:30][CH2:31][CH2:32][CH2:33]1>>[F:1][c:2]1[cH:3][c:4]([CH:11]2[CH2:12][CH2:13][CH:14]([CH2:17][CH2:18][CH3:19])[CH2:15][CH2:16]2)[cH:5][cH:6][c:7]1[C:8]#[C:9][C:21]#[N:22].